Task: describe an organic reaction: reactants, conditions, products, and yield. Dataset: the Open Reaction Database (ORD), a public repository of structured organic reaction records Reactants: [Cl-].[Na+] (sodium chloride), S1C=NC(=C1)C=1N=CN2C1SC=C2 (7-(thiazol-4-yl)imidazo[5,1-b]thiazole), C[Si](C)(C)[N-][Si](C)(C)C.[Li+].C1CCOC1 (lithiumbis(trimethylsilyl)amide THF), C(CCC)[Sn](CCCC)(CCCC)Cl (Tri-n-butylstannyl chloride). The solvent is C1CCOC1 (THF). Reaction conditions: temperature -30 celsius, time 30 minute. The product is S1C=NC(=C1)C=1N=CN2C1SC(=C2)[Sn](CCCC)(CCCC)CCCC (7-(Thiazol-4-yl)-2-(tri-n-butylstannyl)-imidazo[5,1-b]thiazole). As a reaction SMILES: [S:1]1[CH:5]=[C:4]([C:6]2[N:7]=[CH:8][N:9]3[CH:13]=[CH:12][S:11][C:10]=23)[N:3]=[CH:2]1.[CH2:14]([Sn:18](Cl)([CH2:23][CH2:24][CH2:25][CH3:26])[CH2:19][CH2:20][CH2:21][CH3:22])[CH2:15][CH2:16][CH3:17].C[Si]([N-][Si](C)(C)C)(C)C.[Li+].C1COCC1.[Cl-].[Na+]>C1COCC1>[S:1]1[CH:5]=[C:4]([C:6]2[N:7]=[CH:8][N:9]3[CH:13]=[C:12]([Sn:18]([CH2:19][CH2:20][CH2:21][CH3:22])([CH2:23][CH2:24][CH2:25][CH3:26])[CH2:14][CH2:15][CH2:16][CH3:17])[S:11][C:10]=23)[N:3]=[CH:2]1 |f:2.3.4,5.6|. Reported procedure: A solution of 1.01 g of 7-(thiazol-4-yl)imidazo[5,1-b]thiazole in 45 ml of THF was cooled to −70° C. in an argon atmosphere. Tri-n-butylstannyl chloride (1.58 ml) was added thereto. A 1 N lithiumbis(trimethylsilyl)amide/THF solution (11.2 ml) was added dropwise at the same temperature. The mixture was stirred for 30 min. The temperature of the mixture was raised to −30° C. over a period of one hr. A saturated aqueous sodium chloride solution was added thereto, followed by extraction twice with e... Reactants: N1C(=NC=C1)CN1C2=C(OCC1=O)N=C(C(=C2)C2=CC=CC=C2)C2=CC=C(C=C2)C2(CCC2)N (1-((1H-imidazol-2-yl)methyl)-6-(4-(1-aminocyclobutyl)phenyl)-7-phenyl-1H-pyrido[2,3-b][1,4]oxazin-2(3H)-one), C(C)(C)(C)OC(NC1(CCC1)C1=CC=C(C=C1)C=1C(=CC2=C(NCCC(N2C)=O)N1)C1=CC=CC=C1)=O (tert-butyl(1-(4-(1-methyl-2-oxo-8-phenyl-2,3,4,5-tetrahydro-1H-pyrido[2,3-b][1,4]diazepin-7-yl)phenyl)cyclobutyl)carbamate). The product is NC1(CCC1)C1=CC=C(C=C1)C=1C(=CC2=C(NCCC(N2C)=O)N1)C1=CC=CC=C1 (7-(4(1-aminocyclobutyl)phenyl)-1-methyl-8-phenyl-4,5-dihydro-1H-pyrido[2,3-b][1,4]diazepin-2(3H)-one). Isolated yield 119.2%. RXN SMILES: N1C=CN=C1CN1C(=O)COC2N=C(C3C=CC(C4(N)CCC4)=CC=3)C(C3C=CC=CC=3)=CC1=2.C(OC(=O)[NH:41][C:42]1([C:46]2[CH:51]=[CH:50][C:49]([C:52]3[C:53]([C:65]4[CH:70]=[CH:69][CH:68]=[CH:67][CH:66]=4)=[CH:54][C:55]4[N:61]([CH3:62])[C:60](=[O:63])[CH2:59][CH2:58][NH:57][C:56]=4[N:64]=3)=[CH:48][CH:47]=2)[CH2:45][CH2:44][CH2:43]1)(C)(C)C>>[NH2:41][C:42]1([C:46]2[CH:47]=[CH:48][C:49]([C:52]3[C:53]([C:65]4[CH:66]=[CH:67][CH:68]=[CH:69][CH:70]=4)=[CH:54][C:55]4[N:61]([CH3:62])[C:60](=[O:63])[CH2:59][CH2:58][NH:57][C:56]=4[N:64]=3)=[CH:50][CH:51]=2)[CH2:43][CH2:44][CH2:45]1. Reported procedure: Following the procedure for 1-((1H-imidazol-2-yl)methyl)-6-(4-(1-aminocyclobutyl)phenyl)-7-phenyl-1H-pyrido[2,3-b][1,4]oxazin-2(3H)-one, tert-butyl(1-(4-(1-methyl-2-oxo-8-phenyl-2,3,4,5-tetrahydro-1H-pyrido[2,3-b][1,4]diazepin-7-yl)phenyl)cyclobutyl)carbamate (21 mg, 0.04 mmol) was reacted to afford the title compound (19 mg, 72%). LCMS (Method D): RT=0.806 min, M+1=399. 1H NMR (500 MHz, MeOD): 7.65 (1H, s), 7.47 (2H, d), 7.41 (2H, d), 7.29-7.25 (3H, m), 7.20-7.19 (2H, m), 3.86-3.84 (4H, m), 3.4... RXN SMILES: COC[O:4][C:5]1[C:9](/[CH:10]=[CH:11]/[C:12]2[N:13]=[C:14]([N:18]3[CH2:23][CH2:22][N:21]([C:24]([O:26][C:27]([CH3:30])([CH3:29])[CH3:28])=[O:25])[CH2:20][CH2:19]3)[S:15][C:16]=2[CH3:17])=[CH:8][N:7]([C:31]2[CH:36]=[CH:35][CH:34]=[CH:33][CH:32]=2)[N:6]=1.Cl>CO>[OH:4][C:5]1[C:9](/[CH:10]=[CH:11]/[C:12]2[N:13]=[C:14]([N:18]3[CH2:23][CH2:22][N:21]([C:24]([O:26][C:27]([CH3:30])([CH3:29])[CH3:28])=[O:25])[CH2:20][CH2:19]3)[S:15][C:16]=2[CH3:17])=[CH:8][N:7]([C:31]2[CH:32]=[CH:33][CH:34]=[CH:35][CH:36]=2)[N:6]=1. Reaction conditions: temperature 50 celsius, time 2 hour. Reactants: COCOC1=NN(C=C1/C=C/C=1N=C(SC1C)N1CCN(CC1)C(=O)OC(C)(C)C)C1=CC=CC=C1 (tert-butyl 4-(4-{(E)-2-[3-(methoxymethoxy)-1-phenyl-1H-pyrazol-4-yl]ethenyl}-5-methyl-1,3-thiazol-2-yl)piperazine-1-carboxylate), Cl (hydrochloric acid). The yield is 96.5%. Yields the product OC1=NN(C=C1/C=C/C=1N=C(SC1C)N1CCN(CC1)C(=O)OC(C)(C)C)C1=CC=CC=C1 (tert-butyl 4-{4-[(E)-2-(3-hydroxy-1-phenyl-1H-pyrazol-4-yl)ethenyl]-5-methyl-1,3-thiazol-2-yl}piperazine-1-carboxylate). Procedure: To a solution of tert-butyl 4-(4-{(E)-2-[3-(methoxymethoxy)-1-phenyl-1H-pyrazol-4-yl]ethenyl}-5-methyl-1,3-thiazol-2-yl)piperazine-1-carboxylate (1.1 g) in methanol (20 mL) was added concentrated hydrochloric acid (0.3 mL) at room temperature, and the mixture was stirred at 50° C. for 2 hrs. The reaction mixture was evaporated under reduced pressure, and the residue was dissolved in ethyl acetate (15 mL), di-tert-butyl dicarbonate (1.4 g) and saturated aqueous sodium hydrogen carbonate (15 mL) w... Run in CO (methanol). Reactants: C1CCNCC1, O=C1Cc2ccccc2N1, O, c1ccccc1, O=Cc1cccs1. Product: O=C1Nc2ccccc2C1=Cc1cccs1. RXN SMILES: [CH2:18]1[CH2:19][CH2:20][NH:21][CH2:22][CH2:23]1.[NH:1]1[C:2](=[O:10])[CH2:3][c:4]2[cH:5][cH:6][cH:7][cH:8][c:9]21.[OH2:24].[cH:25]1[cH:26][cH:27][cH:28][cH:29][cH:30]1.[s:11]1[c:12]([CH:16]=[O:17])[cH:13][cH:14][cH:15]1>>[NH:1]1[C:2](=[O:10])[C:3](=[CH:16][c:12]2[s:11][cH:15][cH:14][cH:13]2)[c:4]2[cH:5][cH:6][cH:7][cH:8][c:9]21. The reactants are CN(C(=O)C=1NC2=CC=C(C=C2C1)Br)C (5-Bromo-1H-indole-2-carboxylic acid dimethylamide), [H-].[Al+3].[Li+].[H-].[H-].[H-] (lithium aluminium hydride). Run in C1CCOC1 (THF). Reaction conditions: temperature -20 celsius, time 1 hour. Yields the product BrC=1C=C2C=C(NC2=CC1)CN(C)C ((5-bromo-1H-indole-2-ylmethyl)-dimethyl amine). RXN SMILES: [CH3:1][N:2]([CH3:15])[C:3]([C:5]1[NH:6][C:7]2[C:12]([CH:13]=1)=[CH:11][C:10]([Br:14])=[CH:9][CH:8]=2)=O.[H-].[Al+3].[Li+].[H-].[H-].[H-]>C1COCC1>[Br:14][C:10]1[CH:11]=[C:12]2[C:7](=[CH:8][CH:9]=1)[NH:6][C:5]([CH2:3][N:2]([CH3:15])[CH3:1])=[CH:13]2 |f:1.2.3.4.5.6|. Procedure: 5-Bromo-1H-indole-2-carboxylic acid dimethylamide (1.34 g, 5.00 mmol) was taken in anhydrous THF (50 mL) (suspension), and cooled to −20° C. A solution of lithium aluminium hydride (1.0 M solution in THF, 10.0 mL, 10.0 mmol) was added dropwise at −20° C. over a period of 15 minutes under nitrogen, and allowed to warm to 10° C.; stirring was continued at 10° C. for 1 hour. The reaction mixture was carefully quenched with aq. saturated ammonium chloride solution (10 mL). The reaction mixture was d...